Dataset: the Open Reaction Database (ORD), a public repository of structured organic reaction records. Task: describe an organic reaction: reactants, conditions, products, and yield Reactants: CC(C)(C)OC(=O)N1CCCC1C=O, [Li]CCCC, c1cscn1. Product: CC(C)(C)OC(=O)N1CCCC1C(O)c1nccs1. RXN SMILES: [C:1](=[O:2])([O:3][C:4]([CH3:5])([CH3:6])[CH3:7])[N:8]1[CH:9]([CH:10]=[O:11])[CH2:12][CH2:13][CH2:14]1.[CH3:20][CH2:21][CH2:22][CH2:23][Li:24].[cH:15]1[cH:16][s:17][cH:18][n:19]1>>[C:1](=[O:2])([O:3][C:4]([CH3:5])([CH3:6])[CH3:7])[N:8]1[CH:9]([CH:10]([OH:11])[c:18]2[s:17][cH:16][cH:15][n:19]2)[CH2:12][CH2:13][CH2:14]1. The reactants are CO, CCOC(=O)C1=Cc2cc(Cl)c(C(C)(C)CNC(=O)c3ccc(Cl)cc3)cc2OC1C(F)(F)F, [Na+], [OH-], O. The product is CC(C)(CNC(=O)c1ccc(Cl)cc1)c1cc2c(cc1Cl)C=C(C(=O)O)C(C(F)(F)F)O2. Reaction SMILES: [CH3:37][OH:38].[Cl:1][c:2]1[cH:3][c:4]2[c:9]([cH:10][c:11]1[C:12]([CH2:13][NH:14][C:15]([c:16]1[cH:17][cH:18][c:19]([Cl:22])[cH:20][cH:21]1)=[O:23])([CH3:24])[CH3:25])[O:8][CH:7]([C:26]([F:27])([F:28])[F:29])[C:6]([C:30](=[O:31])[O:32][CH2:33][CH3:34])=[CH:5]2.[Na+:36].[OH-:35].[OH2:39]>>[Cl:1][c:2]1[cH:3][c:4]2[c:9]([cH:10][c:11]1[C:12]([CH2:13][NH:14][C:15]([c:16]1[cH:17][cH:18][c:19]([Cl:22])[cH:20][cH:21]1)=[O:23])([CH3:24])[CH3:25])[O:8][CH:7]([C:26]([F:27])([F:28])[F:29])[C:6]([C:30](=[O:31])[OH:32])=[CH:5]2. Reactants: II, Cl (hydrochloride), C[O-].[Na+] (sodium methoxide), C(C)OCC (diethyl ether), N12CC(C(CC1)CC2)=O (quinuclidin-3-one). The reagents and catalysts are C(\C=C\CCC)O (trans-2-Hexenol). The solvent is C(C)(C)O (isopropyl alcohol). Conditions: temperature 200 celsius, time 1500 minute. Yields the product OC1CN2CCC1CC2 (3-Hydroxyquinuclidine). Isolated yield 92.8%. As a reaction SMILES: [N:1]12[CH2:8][CH2:7][CH:4]([CH2:5][CH2:6]1)[C:3](=[O:9])[CH2:2]2.Cl.C[O-].[Na+].C(OCC)C>C(O)/C=C/CCC.C(O)(C)C>[OH:9][CH:3]1[CH:4]2[CH2:7][CH2:8][N:1]([CH2:6][CH2:5]2)[CH2:2]1 |f:2.3|. Procedure details: A 100 ml autoclave ("Magnedrive II", Autoclave Engineers Europe) fitted with a hollow-shaft high-speed stirrer (Dispersimax®) was charged with 5.0 g of quinuclidin-3-one (prepared from the hydrochloride by reaction with sodium methoxide and extraction with diethyl ether), 45 ml of isopropyl alcohol and 0.25 g of catalyst (from Example 1), flushed with nitrogen and placed under a nitrogen pressure of 10 bar at room temperature. While stirring (1500 min-1), the mixture was heated to 200° C. and he... Starting materials: NC1=NC(=CC(=C1C#N)C1CC(CCC1)C(=O)OC)C1=C(C=CC=C1)O (methyl 3-[2-amino-3-cyano-6-(2-hydroxyphenyl)-4-pyridinyl]cyclohexanecarboxylate), Cl (HCl). Run in O (water), [OH-].[Na+] (NaOH), C1CCOC1 (THF). Conditions: temperature 60 celsius, time 4 hour. Yields the product NC1=NC(=CC(=C1C#N)C1CC(CCC1)C(=O)O)C1=C(C=CC=C1)O (3-[2-amino-3-cyano-6-(2-hydroxyphenyl)-4-pyridinyl]cyclohexanecarboxylic acid). Isolated yield 72.4%. RXN SMILES: [NH2:1][C:2]1[C:7]([C:8]#[N:9])=[C:6]([CH:10]2[CH2:15][CH2:14][CH2:13][CH:12]([C:16]([O:18]C)=[O:17])[CH2:11]2)[CH:5]=[C:4]([C:20]2[CH:25]=[CH:24][CH:23]=[CH:22][C:21]=2[OH:26])[N:3]=1.Cl>[OH-].[Na+].C1COCC1.O>[NH2:1][C:2]1[C:7]([C:8]#[N:9])=[C:6]([CH:10]2[CH2:15][CH2:14][CH2:13][CH:12]([C:16]([OH:18])=[O:17])[CH2:11]2)[CH:5]=[C:4]([C:20]2[CH:25]=[CH:24][CH:23]=[CH:22][C:21]=2[OH:26])[N:3]=1 |f:2.3|. Procedure: A suspension of methyl 3-[2-amino-3-cyano-6-(2-hydroxyphenyl)-4-pyridinyl]cyclohexanecarboxylate (151 mg, 0.43 mmol) in 2N NaOH (1 mL) and THF (2 mL) was stirred at 60° C. for 4 hrs. The reaction mixture was neutralized with 1N HCl (2 mL), and then diluted with water. The resulting precipitates were collected by filtration, washed with EtOH, and dried (60° C., 2 hrs, under reduced pressure) to give 3-[2-amino-3-cyano-6-(2-hydroxyphenyl)-4-pyridinyl]cyclohexanecarboxylic acid as a yellow solid (1... Reactants: C(C1=CC=CC=C1)N1C(C2(CC2)C(C1)(C)NC(=O)OC(C)(C)C)=O ((−)-5-benzyl-7-(tert-butoxycarbonylamino)-7-methyl-5-azaspiro[2.4]heptan-4-one), FC(C(=O)O)(F)F (trifluoroacetic acid), [OH-].[Al+3].[Li+].[OH-].[OH-].[OH-] (lithium aluminum hydroxide), aqueous solution, S(=O)(=O)([O-])[O-].[Na+].[Na+] (sodium sulfate), [OH-].[Al+3].[Li+].[OH-].[OH-].[OH-] (lithium aluminum hydroxide), [OH-].[Na+] (sodium hydroxide). Run in ClCCl (dichloromethane), O (water), O (water). Reaction conditions: time 40 minute. Yields the product NC1(CN(CC12CC2)CC2=CC=CC=C2)C (7-amino-5-benzyl-7-methyl-5-azaspiro[2.4]heptane). Reaction SMILES: [CH2:1]([N:8]1[CH2:14][C:13]([NH:16]C(OC(C)(C)C)=O)([CH3:15])[C:10]2([CH2:12][CH2:11]2)[C:9]1=O)[C:2]1[CH:7]=[CH:6][CH:5]=[CH:4][CH:3]=1.FC(F)(F)C(O)=O.[OH-].[Al+3].[Li+].[OH-].[OH-].[OH-].[OH-].[Na+].S([O-])([O-])(=O)=O.[Na+].[Na+]>O.ClCCl>[NH2:16][C:13]1([CH3:15])[C:10]2([CH2:12][CH2:11]2)[CH2:9][N:8]([CH2:1][C:2]2[CH:7]=[CH:6][CH:5]=[CH:4][CH:3]=2)[CH2:14]1 |f:2.3.4.5.6.7,8.9,10.11.12|. Procedure: To a dichloromethane solution (15 mL) of the (−)-5-benzyl-7-(tert-butoxycarbonylamino)-7-methyl-5-azaspiro[2.4]heptan-4-one (950 mg, 2.88 mmol) was added trifluoroacetic acid (7.5 mL) at room temperature, and stirred at the same temperature for 40 minutes. The solvent was removed under reduced pressure, and the solution was subjected to azeotropy with toluene (twice). After that, to this solution was added a saturated aqueous solution (30 mL) of sodium bicarbonate, and the mixture was extracted ...